From a dataset of the Open Reaction Database (ORD), a public repository of structured organic reaction records. describe an organic reaction: reactants, conditions, products, and yield The reactants are N1(CCCCC1)S(=O)(=O)C=1C=C(C(=O)O)C=CC1 (3-(piperidin-1-ylsulfonyl)benzoic acid), CSC1=CC=C(N)C=C1 (4-methylthioaniline). The product is CSC1=CC=C(C=C1)NC(C1=CC(=CC=C1)S(=O)(=O)N1CCCCC1)=O (N-[4-(methylthio)phenyl]-3-(piperidin-1-ylsulfonyl)benzamide). RXN SMILES: [N:1]1([S:7]([C:10]2[CH:11]=[C:12]([CH:16]=[CH:17][CH:18]=2)[C:13]([OH:15])=O)(=[O:9])=[O:8])[CH2:6][CH2:5][CH2:4][CH2:3][CH2:2]1.[CH3:19][S:20][C:21]1[CH:27]=[CH:26][C:24]([NH2:25])=[CH:23][CH:22]=1>>[CH3:19][S:20][C:21]1[CH:27]=[CH:26][C:24]([NH:25][C:13](=[O:15])[C:12]2[CH:16]=[CH:17][CH:18]=[C:10]([S:7]([N:1]3[CH2:2][CH2:3][CH2:4][CH2:5][CH2:6]3)(=[O:8])=[O:9])[CH:11]=2)=[CH:23][CH:22]=1. Procedure details: The entitled compound was produced according to the method of Example 73 but using 3-(piperidin-1-ylsulfonyl)benzoic acid and 4-methylthioaniline as the starting materials. Starting materials: C1=NC(=CC=2C3=CC=CC=C3NC12)C(=O)N1C=NC=C1 ((9H-β-Carbolin-3-yl)-imidazol-1-ylmethanone), ONC(CC)=N (N-hydroxypropanimidamide). Solvent: C1(=CC=CC=C1)C (toluene), CN(C)C=O (DMF). Conditions: time 3 day. Product: C(C)C1=NOC(=N1)C=1N=CC=2NC3=CC=CC=C3C2C1 (3-(3-Ethyl-1,2,4-oxadiazol-5-yl)-9H-β-carboline). The yield is 56.8%. Reaction SMILES: [CH:1]1[C:13]2[NH:12][C:11]3[C:6](=[CH:7][CH:8]=[CH:9][CH:10]=3)[C:5]=2[CH:4]=[C:3]([C:14](N2C=CN=C2)=O)[N:2]=1.[OH:21][NH:22][C:23](=[NH:26])[CH2:24][CH3:25]>C1(C)C=CC=CC=1.CN(C=O)C>[CH2:24]([C:23]1[N:26]=[C:14]([C:3]2[N:2]=[CH:1][C:13]3[NH:12][C:11]4[C:6]([C:5]=3[CH:4]=2)=[CH:7][CH:8]=[CH:9][CH:10]=4)[O:21][N:22]=1)[CH3:25]. Reported procedure: To a solution of Compound 1 (1.05 g, 4 mmol) in a mixture of toluene (50 mL) and DMF (50 mL), N-hydroxypropanimidamide (0.53 g, 6 mmol) was added. The resulting mixture was heated at 140°-150° C. for 7 h, and stirring continued for 3 days at room temperture. The solvents were removed in vacuo, and the oily residue precipitated from water. The white solid (1.0 g) was dried and submitted to column chromatography on silica gel with CH2Cl2 /methanol(9:1) as eluent. This afforded the title compound (... The product is ClC=1C=CC(=C(CN2C3=C(NCC2)N=CC(=C3)C3=CC=C(C=C3)C(=O)N3CCN(CC3)CC3=CC=C(C=C3)OC)C1)C(F)(F)F ((4-{1-[5-Chloro-2-(trifluoromethyl)benzyl]-1,2,3,4-tetrahydropyrido[2,3-b]pyrazin-7-yl}phenyl)-[4-(4-methoxybenzyl)piperazin-1-yl]methanone). Reaction SMILES: [Cl:1][C:2]1[CH:3]=[CH:4][C:5]([C:28]([F:31])([F:30])[F:29])=[C:6]([CH:27]=1)[CH2:7][N:8]1[CH2:13][CH2:12][NH:11][C:10]2[N:14]=[CH:15][C:16]([C:18]3[CH:26]=[CH:25][C:21]([C:22](O)=[O:23])=[CH:20][CH:19]=3)=[CH:17][C:9]1=2.[CH3:32][O:33][C:34]1[CH:46]=[CH:45][C:37]([CH2:38][N:39]2[CH2:44][CH2:43][NH:42][CH2:41][CH2:40]2)=[CH:36][CH:35]=1>>[Cl:1][C:2]1[CH:3]=[CH:4][C:5]([C:28]([F:30])([F:31])[F:29])=[C:6]([CH:27]=1)[CH2:7][N:8]1[CH2:13][CH2:12][NH:11][C:10]2[N:14]=[CH:15][C:16]([C:18]3[CH:19]=[CH:20][C:21]([C:22]([N:42]4[CH2:41][CH2:40][N:39]([CH2:38][C:37]5[CH:45]=[CH:46][C:34]([O:33][CH3:32])=[CH:35][CH:36]=5)[CH2:44][CH2:43]4)=[O:23])=[CH:25][CH:26]=3)=[CH:17][C:9]1=2. The reactants are ClC=1C=CC(=C(CN2C3=C(NCC2)N=CC(=C3)C3=CC=C(C(=O)O)C=C3)C1)C(F)(F)F (4-{1-[5-chloro-2-(trifluoromethyl)benzyl]-1,2,3,4-tetrahydropyrido[2,3-b]pyrazin-7-yl}benzoic acid), COC1=CC=C(CN2CCNCC2)C=C1 (1-(4-methoxybenzyl)piperazine). Procedure: 4-{1-[5-chloro-2-(trifluoromethyl)benzyl]-1,2,3,4-tetrahydropyrido[2,3-b]pyrazin-7-yl}benzoic acid was reacted with 1-(4-methoxybenzyl)piperazine as in General Procedure 10 to give the title compound. LCMS: m/z=636.02 (M+H+); retention time=0.61 minutes. Yields the product Nc1ncc(-c2nc(N3CCOCC3)nc3c2CCN3C(=O)Nc2ccc(C(=O)N3CCOCC3)cc2)cn1. Reactants: COc1ccc(CN(Cc2ccc(OC)cc2)c2ncc(-c3nc(N4CCOCC4)nc4c3CCN4)cn2)cc1, Nc1ccc(C(=O)N2CCOCC2)cc1, COc1ccc(CN(Cc2ccc(OC)cc2)c2ncc(-c3nc(N4CCOCC4)nc4c3CCN4C(=O)Nc3ccc(C(=O)N4CCOCC4)cc3)cn2)cc1. Reaction SMILES: [CH3:1][O:2][c:3]1[cH:4][cH:5][c:6]([CH2:7][N:8]([CH2:9][c:10]2[cH:11][cH:12][c:13]([O:14][CH3:15])[cH:16][cH:17]2)[c:18]2[n:19][cH:20][c:21](-[c:22]3[c:23]4[c:27]([n:28][c:29]([N:30]5[CH2:31][CH2:32][O:33][CH2:34][CH2:35]5)[n:36]3)[NH:26][CH2:25][CH2:24]4)[cH:37][n:38]2)[cH:39][cH:40]1.[NH2:41][c:42]1[cH:43][cH:44][c:45]([C:46]([N:47]2[CH2:48][CH2:49][O:50][CH2:51][CH2:52]2)=[O:53])[cH:54][cH:55]1.[O:56]1[CH2:57][CH2:58][N:59]([C:62](=[O:63])[c:64]2[cH:65][cH:66][c:67]([NH:70][C:71](=[O:72])[N:73]3[CH2:74][CH2:75][c:76]4[c:77]3[n:78][c:79]([N:107]3[CH2:108][CH2:109][O:110][CH2:111][CH2:112]3)[n:80][c:81]4-[c:82]3[cH:83][n:84][c:85]([N:88]([CH2:89][c:90]4[cH:91][cH:92][c:93]([O:94][CH3:95])[cH:96][cH:97]4)[CH2:98][c:99]4[cH:100][cH:101][c:102]([O:103][CH3:104])[cH:105][cH:106]4)[n:86][cH:87]3)[cH:68][cH:69]2)[CH2:60][CH2:61]1>>[O:56]1[CH2:57][CH2:58][N:59]([C:62](=[O:63])[c:64]2[cH:65][cH:66][c:67]([NH:70][C:71](=[O:72])[N:73]3[CH2:74][CH2:75][c:76]4[c:77]3[n:78][c:79]([N:107]3[CH2:108][CH2:109][O:110][CH2:111][CH2:112]3)[n:80][c:81]4-[c:82]3[cH:83][n:84][c:85]([NH2:88])[n:86][cH:87]3)[cH:68][cH:69]2)[CH2:60][CH2:61]1.